Dataset: the Open Reaction Database (ORD), a public repository of structured organic reaction records. Task: describe an organic reaction: reactants, conditions, products, and yield The reactants are Clc1nc2ccccc2[nH]1, Nc1cc(Cl)cc(Cl)c1. Yields the product Cl, Clc1cc(Cl)cc(Nc2nc3ccccc3[nH]2)c1. RXN SMILES: [Cl:1][c:2]1[nH:3][c:4]2[c:5]([n:6]1)[cH:7][cH:8][cH:9][cH:10]2.[NH2:11][c:12]1[cH:13][c:14]([Cl:15])[cH:16][c:17]([Cl:18])[cH:19]1>>[ClH:1].[c:2]1([NH:11][c:12]2[cH:13][c:14]([Cl:15])[cH:16][c:17]([Cl:18])[cH:19]2)[nH:3][c:4]2[c:5]([n:6]1)[cH:7][cH:8][cH:9][cH:10]2. The reactants are CN(C)C=O, COC(=O)CC#N, Cl, COc1cc([N+](=O)[O-])c(F)cc1C, [H-], [Na+]. The product is COC(=O)C(C#N)c1cc(C)c(OC)cc1[N+](=O)[O-]. Reaction SMILES: [CH3:24][N:25]([CH3:26])[CH:27]=[O:28].[CH3:3][O:4][C:5]([CH2:6][C:7]#[N:8])=[O:9].[ClH:23].[F:10][c:11]1[c:12]([N+:20](=[O:21])[O-:22])[cH:13][c:14]([O:18][CH3:19])[c:15]([CH3:17])[cH:16]1.[H-:1].[Na+:2]>>[CH3:3][O:4][C:5]([CH:6]([C:7]#[N:8])[c:11]1[c:12]([N+:20](=[O:21])[O-:22])[cH:13][c:14]([O:18][CH3:19])[c:15]([CH3:17])[cH:16]1)=[O:9]. The reactants are C1(=C(CCC1)C(=O)O)C(=O)O (1-Cyclopentene-1,2-dicarboxylic acid), [H][H] (hydrogen), cis-1,2-cyclopentanecarboxylic acid. The reagents and catalysts are [Ni] (Raney nickel). Solvent: C(C)O (ethanol). Product: [C@@H]1([C@H](CCC1)C(=O)O)C(=O)O (cis-1,2-Cyclopentanedicarboxylic acid). Reaction SMILES: [C:1]1([C:9]([OH:11])=[O:10])[CH2:5][CH2:4][CH2:3][C:2]=1[C:6]([OH:8])=[O:7].[H][H]>[Ni].C(O)C>[C@@H:1]1([C:9]([OH:11])=[O:10])[CH2:5][CH2:4][CH2:3][C@@H:2]1[C:6]([OH:8])=[O:7]. Reported procedure: 1-Cyclopentene-1,2-dicarboxylic acid (10.0 g., 0.064 mole) in 200 ml. of absolute ethanol is hydrogenated (Paar shaker) in the presence of Raney nickel at 40-50 psi/60°. After uptake of one equivalent of hydrogen (~24 hours), the mixture is cooled, filtered through a Celite (diatomaceous earth) pad, and the filtrate concentrated in vacuo to a solid. Direct recrystallization from water (~30 ml.) followed by drying in vacuo over phosphorus pentoxide yields 6 g. (60%) of cis-1,2-cyclopentanecarboxy... Reactants: C(C)(C)(C)N1N=CC(=C1C(F)(F)F)C(=O)O (tert-Butyl-5-trifluoromethyl-1H-pyrazole-4-carboxylic acid), C(C)(C)(C)N1N=CC(=C1C(F)(F)F)C(=O)O (tert-Butyl-5-trifluoromethyl-1H-pyrazole-4-carboxylic acid), ester, CCN(C(C)C)C(C)C (DIPEA), [B-](F)(F)(F)F.CN(C)C(=[N+](C)C)ON1C(=O)CCC1=O (TSTU), Cl.NC1C2CC3CC(CC1C3)C2 (2-aminoadamantane hydrochloride). Run in ClCCl (dichloromethane), CN(C)C=O (DMF), O (water). Run at time 1 hour. Product: C12C(C3CC(CC(C1)C3)C2)NC(=O)C=2C=NN(C2C(F)(F)F)C(C)(C)C (1-tert-butyl-5-trifluoromethyl-1H-pyrazole-4-carboxylic acid adamantan-2-ylamide). Isolated yield 64.5%. RXN SMILES: [C:1]([N:5]1[C:9]([C:10]([F:13])([F:12])[F:11])=[C:8]([C:14]([OH:16])=O)[CH:7]=[N:6]1)([CH3:4])([CH3:3])[CH3:2].CCN(C(C)C)C(C)C.[B-](F)(F)(F)F.CN(C(ON1C(=O)CCC1=O)=[N+](C)C)C.Cl.[NH2:47][CH:48]1[CH:55]2[CH2:56][CH:51]3[CH2:52][CH:53]([CH2:57][CH:49]1[CH2:50]3)[CH2:54]2>ClCCl.CN(C=O)C.O>[CH:49]12[CH2:57][CH:53]3[CH2:52][CH:51]([CH2:56][CH:55]([CH2:54]3)[CH:48]1[NH:47][C:14]([C:8]1[CH:7]=[N:6][N:5]([C:1]([CH3:2])([CH3:3])[CH3:4])[C:9]=1[C:10]([F:11])([F:12])[F:13])=[O:16])[CH2:50]2 |f:2.3,4.5|. Procedure: tert-Butyl-5-trifluoromethyl-1H-pyrazole-4-carboxylic acid (Intermediate 7, 61 mg, 0.26 mmol) was dissolved in a mixture of dry dichloromethane (3.2 mL) and dry DMF (0.8 mL). DIPEA (0.23 mL, 1.3 mmol) and TSTU (93 mg, 0.28 mmol) were added to the above mixture. After the mixture was stirred for 1 h, the appearance of active ester was detected by LC-MS. Then 2-aminoadamantane hydrochloride (58 mg, 0.31 mmol) was added. After another 2 hours water was added and the organic layer was separated. The... Starting materials: NC(C(C)C)C(C(C(CC(C)C)N)O)(F)F (3,6-Diamino-2,8-dimethyl-5-hydroxy-4,4-difluorononane), N([C@@H](C(C)C)C(=O)O)C(=O)OCC1=CC=CC=C1 (Cbz-Val). Product: C(=O)(OCC1=CC=CC=C1)N[C@@H](C(C)C)C(=O)NC(C(C)C)C(C(C(CC(C)C)NC([C@@H](NC(=O)OCC1=CC=CC=C1)C(C)C)=O)O)(F)F (3,6-Bis-(Cbz-valinyl-amino)-2,8-dimethyl-5-hydroxy-4,4-difluorononane). The yield is 56.0%. RXN SMILES: [NH2:1][CH:2]([C:6]([F:16])([F:15])[CH:7]([OH:14])[CH:8]([NH2:13])[CH2:9][CH:10]([CH3:12])[CH3:11])[CH:3]([CH3:5])[CH3:4].[NH:17]([C:25]([O:27][CH2:28][C:29]1[CH:34]=[CH:33][CH:32]=[CH:31][CH:30]=1)=[O:26])[C@H:18]([C:22](O)=[O:23])[CH:19]([CH3:21])[CH3:20]>>[C:25]([NH:17][C@H:18]([C:22]([NH:1][CH:2]([C:6]([F:15])([F:16])[CH:7]([OH:14])[CH:8]([NH:13][C:22](=[O:23])[C@H:18]([CH:19]([CH3:21])[CH3:20])[NH:17][C:25]([O:27][CH2:28][C:29]1[CH:34]=[CH:33][CH:32]=[CH:31][CH:30]=1)=[O:26])[CH2:9][CH:10]([CH3:12])[CH3:11])[CH:3]([CH3:4])[CH3:5])=[O:23])[CH:19]([CH3:21])[CH3:20])([O:27][CH2:28][C:29]1[CH:34]=[CH:33][CH:32]=[CH:31][CH:30]=1)=[O:26]. Reported procedure: Using the procedure described in Example 182, the product from Example 263 was coupled to Cbz-Val to give the desired compound (56%). Mass spectrum: (M+H)+ =705. 1H NMR (CDCl3) δ0.82 (m, 12H), 3.90 (m, 1H), 4.02 (m, 1H), 4.30 (m, 1H), 4.55 (m, 1H), 5.02 (s, 4H), 5.80 (br d, 1H), 7.20 (br d, 1H), 7.35 (m, 10H), 7.70 (br d, 1H).